This data is from the Open Reaction Database (ORD), a public repository of structured organic reaction records. The task is: describe an organic reaction: reactants, conditions, products, and yield Reaction conditions: temperature 0 celsius, time 45 minute. Procedure details: A mixture of 2-bromo-6-methoxy-4-nitroaniline, as described above in Step A, (450 mg, 1.82 mmol) in water (40 mL) was cooled to 0° C. and treated with sulfuric acid (1.1 mL) followed by a solution of sodium nitrite (125 mg, 1.82 mmol) in water (0.5 mL) via pipet over 5 minutes. After stirring for 45 minutes at 0° C., the reaction was treated with ice cold 50% H3PO2 (10 mL) and stirred for 1.5 hours at 0° C. The reaction was quenched by adding aqueous saturated NaHCO3, filtered and dried overnigh... The product is BrC1=C(N)C(=CC(=C1)[N+](=O)[O-])OC (2-bromo-6-methoxy-4-nitroaniline), BrC=1C=C(C=C(C1)[N+](=O)[O-])OC (3-bromo-5-nitroanisole). As a reaction SMILES: [Br:1][C:2]1[CH:8]=[C:7]([N+:9]([O-:11])=[O:10])[CH:6]=[C:5]([O:12][CH3:13])[C:3]=1[NH2:4].S(=O)(=O)(O)O.N([O-])=O.[Na+]>O>[Br:1][C:2]1[CH:8]=[C:7]([N+:9]([O-:11])=[O:10])[CH:6]=[C:5]([O:12][CH3:13])[C:3]=1[NH2:4].[Br:1][C:2]1[CH:3]=[C:5]([O:12][CH3:13])[CH:6]=[C:7]([N+:9]([O-:11])=[O:10])[CH:8]=1 |f:2.3|. The solvent is O (water), O (water). The reactants are N(=O)[O-].[Na+] (sodium nitrite), ice, BrC1=C(N)C(=CC(=C1)[N+](=O)[O-])OC (2-bromo-6-methoxy-4-nitroaniline), S(O)(O)(=O)=O (sulfuric acid). The reactants are CS(=O)(=O)OCCC1=CC=C(C=C1)NC1=NC=2C3=C([C@@H](CC2C=N1)C1=CC(=C(C=C1)Cl)Cl)C=CC=C3 ((S)-4-(6-(3,4-dichlorophenyl)-5,6-dihydrobenzo[h]quinazolin-2-ylamino)phenethyl methanesulfonate), COCCN1CCN(CC1)CCN (2-(4-(2-methoxyethyl)piperazin-1-yl)ethanamine). The solvent is C(C)N(CC)CC (triethylamine). Yields the product Cl.ClC=1C=C(C=CC1Cl)[C@@H]1CC=2C=NC(=NC2C2=C1C=CC=C2)NC2=CC(=CC=C2)CCN2CCN(CC2)CCOC ((S)-6-(3,4-dichlorophenyl)-N-(3-(2-(4-(2-methoxyethyl)piperazin-1-yl)ethyl)phenyl)-5,6-dihydrobenzo[h]quinazolin-2-amine hydrochloride), hydrochloride salt. As a reaction SMILES: CS(OCC[C:8]1[CH:13]=[CH:12][C:11]([NH:14][C:15]2[N:24]=[CH:23][C:22]3[CH2:21][C@@H:20]([C:25]4[CH:30]=[CH:29][C:28]([Cl:31])=[C:27]([Cl:32])[CH:26]=4)[C:19]4[CH:33]=[CH:34][CH:35]=[CH:36][C:18]=4[C:17]=3[N:16]=2)=[CH:10][CH:9]=1)(=O)=O.[CH3:37][O:38][CH2:39][CH2:40][N:41]1[CH2:46][CH2:45][N:44]([CH2:47][CH2:48]N)[CH2:43][CH2:42]1>C(N(CC)CC)C>[ClH:31].[Cl:32][C:27]1[CH:26]=[C:25]([C@H:20]2[C:19]3[CH:33]=[CH:34][CH:35]=[CH:36][C:18]=3[C:17]3[N:16]=[C:15]([NH:14][C:11]4[CH:12]=[CH:13][CH:8]=[C:9]([CH2:48][CH2:47][N:44]5[CH2:45][CH2:46][N:41]([CH2:40][CH2:39][O:38][CH3:37])[CH2:42][CH2:43]5)[CH:10]=4)[N:24]=[CH:23][C:22]=3[CH2:21]2)[CH:30]=[CH:29][C:28]=1[Cl:31] |f:3.4|. Reported procedure: This was synthesized by using (S)-4-(6-(3,4-dichlorophenyl)-5,6-dihydrobenzo[h]quinazolin-2-ylamino)phenethyl methanesulfonate, 2-(4-(2-methoxyethyl)piperazin-1-yl)ethanamine and triethylamine as described in general procedure 6 to afford the desired product as hydrochloride salt. M.p.=220-225° C. 1H NMR (DMSO) 400 MHz δ 12.25 (bs, 1H), 11.70 (bs, 1H), 9.67 (s, 1H), 8.34-8.30 (m, 2H), 7.79 (s, 1H), 7.67 (d, J=9.6 Hz, 1H), 7.58 (t, J=7.6 Hz, 1H), 7.52-7.41 (m, 3H), 7.28 (t, J=8.0 Hz, 1H), 7.10 (d... Starting materials: BrB(Br)Br, CNc1ccc(-c2cc3cc(OC)ccc3o2)cn1, ClCCl, [Na+], O=C([O-])O, O. Product: CNc1ccc(-c2cc3cc(O)ccc3o2)cn1. Reaction SMILES: [B:23]([Br:24])([Br:25])[Br:26].[CH3:1][O:2][c:3]1[cH:4][cH:5][c:6]2[c:7]([cH:8][c:9](-[c:11]3[cH:12][cH:13][c:14]([NH:17][CH3:18])[n:15][cH:16]3)[o:10]2)[cH:19]1.[Cl:20][CH2:21][Cl:22].[Na+:31].[O-:27][C:28]([OH:29])=[O:30].[OH2:32]>>[OH:2][c:3]1[cH:4][cH:5][c:6]2[c:7]([cH:8][c:9](-[c:11]3[cH:12][cH:13][c:14]([NH:17][CH3:18])[n:15][cH:16]3)[o:10]2)[cH:19]1. Starting materials: C(C1=CC=CC=C1)N1CC(C1)(C#N)CCCCl (1-benzyl-3-(3-chloropropyl)azetidine-3-carbonitrile), S(O)(O)(=O)=O (sulphuric acid), ice water, N (ammonia), S(O)(O)(=O)=O (sulphuric acid), C(C(=O)O)(=O)O (oxalic acid). Run in CCOCC (ether), CO (methanol), CO (methanol). Conditions: temperature 80 celsius. The product is C(C(=O)O)(=O)O.C(C1=CC=CC=C1)N1CC(C1)(C(=O)OC)CCCCl (Methyl 1-benzyl-3-(3-chloropropyl)azetidine-3-carboxylate oxalate salt). As a reaction SMILES: [CH2:1]([N:8]1[CH2:11][C:10]([CH2:14][CH2:15][CH2:16][Cl:17])([C:12]#N)[CH2:9]1)[C:2]1[CH:7]=[CH:6][CH:5]=[CH:4][CH:3]=1.S(=O)(=O)(O)[OH:19].N.[C:24]([OH:29])(=[O:28])[C:25]([OH:27])=[O:26]>CO.CCOCC>[C:24]([OH:29])(=[O:28])[C:25]([OH:27])=[O:26].[CH2:1]([N:8]1[CH2:11][C:10]([CH2:14][CH2:15][CH2:16][Cl:17])([C:12]([O:26][CH3:25])=[O:19])[CH2:9]1)[C:2]1[CH:7]=[CH:6][CH:5]=[CH:4][CH:3]=1 |f:6.7|. Procedure details: A stirred solution of 1-benzyl-3-(3-chloropropyl)azetidine-3-carbonitrile (D1, 5.35 g, 0.022 mole) in methanol (75 ml) was treated cautiously with concentrated sulphuric acid (15 ml) and then heated at 80° C. for 20 h. The solution was cooled in an ice bath and a further 12 ml of concentrated sulphuric acid added. The solution was heated at 80° C. for a further 9 hours, then allowed to cool, before pouring cautiously into ice/water (400 ml) with vigorous stirring. The aqueous mixture was basifie... Reactants: [H-].[Na+] (sodium hydride), FC=1C(=C2C(=C(NC2=CC1)C(=O)O)OC)C (5-fluoro-3-methoxy-4-methylindole-2-carboxylic acid), C[C@H]1OC1 ((R)-methyloxirane). Run in O1CCCC1 (tetrahydrofuran), C1(=CC=CC=C1)OC1=CC=CC=C1 (diphenyl ether). Conditions: time 0.5 hour. The product is FC=1C(=C2C(=CN(C2=CC1)C[C@@H](C)O)OC)C ((R)-1-(5-fluoro-3-methoxy-4-methylindol-1-yl)-propan-2-ol). Isolated yield 80.0%. RXN SMILES: [F:1][C:2]1[C:3]([CH3:16])=[C:4]2[C:8](=[CH:9][CH:10]=1)[NH:7][C:6](C(O)=O)=[C:5]2[O:14][CH3:15].[H-].[Na+].[CH3:19][C@@H:20]1[CH2:22][O:21]1>C1(OC2C=CC=CC=2)C=CC=CC=1.O1CCCC1>[F:1][C:2]1[C:3]([CH3:16])=[C:4]2[C:8](=[CH:9][CH:10]=1)[N:7]([CH2:19][C@H:20]([OH:21])[CH3:22])[CH:6]=[C:5]2[O:14][CH3:15] |f:1.2|. Reported procedure: A suspension of 1.98 g of 5-fluoro-3-methoxy-4-methylindole-2-carboxylic acid in 16 ml of diphenyl ether was stirred at 260° for 0.5 hour and, after cooling to 0°, diluted with 44 ml of tetrahydrofuran. 0.33 g of sodium hydride dispersion was added and the mixture was stirred for one hour. Subsequently, 1 ml of (R)-methyloxirane was added and the reaction mixture was stirred at room temperature for 90 hours. The mixture was extracted with diethyl ether, water and saturated sodium chloride soluti... Reactants: BrCc1ccccc1, CC(=O)N1CC(=O)N(Cc2ccc(F)cc2)C2C(CO)C21, C1CCOC1, [H-], [Na+]. Yields the product CC(=O)N1CC(=O)N(Cc2ccc(F)cc2)C2C(COCc3ccccc3)C21. Reaction SMILES: [Br:24][CH2:25][c:26]1[cH:27][cH:28][cH:29][cH:30][cH:31]1.[C:1]([CH3:2])(=[O:3])[N:4]1[CH2:5][C:6](=[O:21])[N:7]([CH2:13][c:14]2[cH:15][cH:16][c:17]([F:20])[cH:18][cH:19]2)[CH:8]2[CH:9]([CH2:11][OH:12])[CH:10]12.[CH2:32]1[O:33][CH2:34][CH2:35][CH2:36]1.[H-:22].[Na+:23]>>[C:1]([CH3:2])(=[O:3])[N:4]1[CH2:5][C:6](=[O:21])[N:7]([CH2:13][c:14]2[cH:15][cH:16][c:17]([F:20])[cH:18][cH:19]2)[CH:8]2[CH:9]([CH2:11][O:12][CH2:25][c:26]3[cH:27][cH:28][cH:29][cH:30][cH:31]3)[CH:10]12. Starting materials: C(C)OC(CC=1C=C(C(=CC1)OCC1=CC=CC=C1)C1=C(C=C(C=C1)C(F)(F)F)CN(CC)C(=O)OCC1=CC=CC=C1)=O ({6-benzyloxy-2′-[(benzyloxycarbonyl-ethyl-amino)-methyl]-4′-trifluoromethyl-biphenyl-3-yl}-acetic acid ethyl ester), [Li+].[OH-] (LiOH), Cl (HCl). Solvent: CO (MeOH). Reaction conditions: temperature 65 celsius, time 8 hour. Yields the product C(C1=CC=CC=C1)OC1=CC=C(C=C1C1=C(C=C(C=C1)C(F)(F)F)CN(CC)C(=O)OCC1=CC=CC=C1)CC(=O)O ({6-Benzyloxy-2′-[(benzyloxycarbonyl-ethyl-amino)-methyl]-4′-trifluoromethyl-biphenyl-3-yl}-acetic acid). Reaction SMILES: C([O:3][C:4](=[O:44])[CH2:5][C:6]1[CH:7]=[C:8]([C:20]2[CH:25]=[CH:24][C:23]([C:26]([F:29])([F:28])[F:27])=[CH:22][C:21]=2[CH2:30][N:31]([C:34]([O:36][CH2:37][C:38]2[CH:43]=[CH:42][CH:41]=[CH:40][CH:39]=2)=[O:35])[CH2:32][CH3:33])[C:9]([O:12][CH2:13][C:14]2[CH:19]=[CH:18][CH:17]=[CH:16][CH:15]=2)=[CH:10][CH:11]=1)C.[Li+].[OH-].Cl>CO>[CH2:13]([O:12][C:9]1[C:8]([C:20]2[CH:25]=[CH:24][C:23]([C:26]([F:27])([F:29])[F:28])=[CH:22][C:21]=2[CH2:30][N:31]([C:34]([O:36][CH2:37][C:38]2[CH:39]=[CH:40][CH:41]=[CH:42][CH:43]=2)=[O:35])[CH2:32][CH3:33])=[CH:7][C:6]([CH2:5][C:4]([OH:44])=[O:3])=[CH:11][CH:10]=1)[C:14]1[CH:15]=[CH:16][CH:17]=[CH:18][CH:19]=1 |f:1.2|. Procedure: To a solution of {6-benzyloxy-2′-[(benzyloxycarbonyl-ethyl-amino)-methyl]-4′-trifluoromethyl-biphenyl-3-yl}-acetic acid ethyl ester (0.050 g, 0.08 mmol) in MeOH (3 mL) was added 1N aqueous LiOH (1 mL), and the reaction was stirred at 65° C. overnight. The mixture was acidified with 1N aqueous HCl and extracted with EtOAc. The combined organic layers were dried over MgSO4, filtered, and concentrated, and the residue was purified by preparative HPLC to give the title compound. M+H is 578. Starting materials: O (water), CS(=O)(=O)O[C@H](C(=O)OCC)C ((S)-ethyl 2-(methylsulfonyloxy)propanoate), C(CC(=O)OCC1=CC=CC=C1)(=O)OCC1=CC=CC=C1 (dibenzyl malonate), [F-].[Cs+] (cesium fluoride). The solvent is CN(C)C=O (N,N′-dimethylformamide). Reaction conditions: temperature 50 celsius. Yields the product crude product, C([C@H](C)C(=O)OCC)(C(=O)OCC1=CC=CC=C1)C(=O)OCC1=CC=CC=C1 ((S)-1,1-dibenzyl 2-ethyl propane-1,1,2-tricarboxylate). The yield is 60.0%. RXN SMILES: CS(O[C@@H:6]([CH3:12])[C:7]([O:9][CH2:10][CH3:11])=[O:8])(=O)=O.[C:13]([O:26][CH2:27][C:28]1[CH:33]=[CH:32][CH:31]=[CH:30][CH:29]=1)(=[O:25])[CH2:14][C:15]([O:17][CH2:18][C:19]1[CH:24]=[CH:23][CH:22]=[CH:21][CH:20]=1)=[O:16].[F-].[Cs+].O>CN(C=O)C>[CH:14]([C:13]([O:26][CH2:27][C:28]1[CH:29]=[CH:30][CH:31]=[CH:32][CH:33]=1)=[O:25])([C:15]([O:17][CH2:18][C:19]1[CH:24]=[CH:23][CH:22]=[CH:21][CH:20]=1)=[O:16])[C@@H:6]([C:7]([O:9][CH2:10][CH3:11])=[O:8])[CH3:12] |f:2.3|. Reported procedure: To a solution of (S)-ethyl 2-(methylsulfonyloxy)propanoate (28.4 g, 0.1 mol) in N,N′-dimethylformamide (400 mL) was added dibenzyl malonate (23.5 g, 0.12 mol) and cesium fluoride (15.2 g, 0.1 mol). The mixture was heated at 50° C. for 2 days. After cooled to room temperature, the mixture was poured into water and then extracted with ethyl acetate. The organic phases were combined, washed with brine, water and dried over anhydrous sodium sulfate, and then concentrated to afford the crude product ... The reactants are CCN(CC)S(F)(F)F, CC(C)(C)C(O)(c1cc(F)cc(F)c1)C1CN(C(c2ccc(Cl)cc2)c2ccc(Cl)cc2)C1, ClCCl, [Na+], [Na+], O=C([O-])O, [OH-]. Yields the product CC(C)(C)C(=C1CN(C(c2ccc(Cl)cc2)c2ccc(Cl)cc2)C1)c1cc(F)cc(F)c1. RXN SMILES: [CH2:34]([N:35]([S:36]([F:37])([F:38])[F:39])[CH2:40][CH3:41])[CH3:42].[Cl:1][c:2]1[cH:3][cH:4][c:5]([CH:8]([N:9]2[CH2:10][CH:11]([C:13]([C:14]([CH3:15])([CH3:16])[CH3:17])([OH:18])[c:19]3[cH:20][c:21]([F:26])[cH:22][c:23]([F:25])[cH:24]3)[CH2:12]2)[c:27]2[cH:28][cH:29][c:30]([Cl:33])[cH:31][cH:32]2)[cH:6][cH:7]1.[Cl:50][CH2:51][Cl:52].[Na+:47].[Na+:49].[O-:43][C:44]([OH:45])=[O:46].[OH-:48]>>[Cl:1][c:2]1[cH:3][cH:4][c:5]([CH:8]([N:9]2[CH2:10][C:11](=[C:13]([C:14]([CH3:15])([CH3:16])[CH3:17])[c:19]3[cH:20][c:21]([F:26])[cH:22][c:23]([F:25])[cH:24]3)[CH2:12]2)[c:27]2[cH:28][cH:29][c:30]([Cl:33])[cH:31][cH:32]2)[cH:6][cH:7]1.